From a dataset of the Open Reaction Database (ORD), a public repository of structured organic reaction records. describe an organic reaction: reactants, conditions, products, and yield The reactants are O=C([O-])[O-], CS(C)=O, C=C(C)CCl, [K+], [K+], O=C(c1ccc(O)cc1)c1ccc(O)cc1. Yields the product C=C(C)COc1ccc(C(=O)c2ccc(O)cc2)cc1. As a reaction SMILES: [C:17](=[O:18])([O-:19])[O-:20].[CH3:28][S:29](=[O:30])[CH3:31].[Cl:23][CH2:24][C:25](=[CH2:26])[CH3:27].[K+:21].[K+:22].[OH:1][c:2]1[cH:3][cH:4][c:5]([C:6](=[O:7])[c:8]2[cH:9][cH:10][c:11]([OH:14])[cH:12][cH:13]2)[cH:15][cH:16]1>>[OH:1][c:2]1[cH:3][cH:4][c:5]([C:6](=[O:7])[c:8]2[cH:9][cH:10][c:11]([O:14][CH2:26][C:25](=[CH2:24])[CH3:27])[cH:12][cH:13]2)[cH:15][cH:16]1. Reactants: FC1=C(C=CC(=C1)F)[C@]1(OC1)[C@H](C)O ((1S)-1-[(2R)-(2,4-difluorophenyl)-2-oxiranyl] ethanol), CC=1NC(N(N1)C1=CC=C(C=C1)OC(F)(F)F)=O (5-methyl-2-(4-trifluoromethoxyphenyl)-3(2H,4H)-1,2,4-triazolone). Product: FC1=C(C=CC(=C1)F)[C@]1([C@@H](C)N2C(N(N=C2C)C2=CC=C(C=C2)OC(F)(F)F)=O)CO1 (4-[(1R,2S)-2-(2,4-difluorophenyl)-2,3-epoxy-1-methylpropyl]-5-methyl-2-(4-trifluoromethoxyphenyl)-3(2H,4H)-1,2,4-triazolone). Yield: 14.7%. RXN SMILES: [F:1][C:2]1[CH:7]=[C:6]([F:8])[CH:5]=[CH:4][C:3]=1[C@:9]1([C@@H:12](O)[CH3:13])[CH2:11][O:10]1.[CH3:15][C:16]1[NH:17][C:18](=[O:32])[N:19]([C:21]2[CH:26]=[CH:25][C:24]([O:27][C:28]([F:31])([F:30])[F:29])=[CH:23][CH:22]=2)[N:20]=1>>[F:1][C:2]1[CH:7]=[C:6]([F:8])[CH:5]=[CH:4][C:3]=1[C@:9]1([O:10][CH2:11]1)[C@H:12]([N:17]1[C:16]([CH3:15])=[N:20][N:19]([C:21]2[CH:26]=[CH:25][C:24]([O:27][C:28]([F:30])([F:31])[F:29])=[CH:23][CH:22]=2)[C:18]1=[O:32])[CH3:13]. Procedure details: In the same manner as in Reference Example 5, starting from 0.50 g of (1S)-1-[(2R)-(2,4-difluorophenyl)-2-oxiranyl] ethanol and 0.52 g of 5-methyl-2-(4-trifluoromethoxyphenyl)-3(2H,4H)-1,2,4-triazolone, 0.13 g of 4-[(1R,2S)-2-(2,4-difluorophenyl)-2,3-epoxy-1-methylpropyl]-5-methyl-2-(4-trifluoromethoxyphenyl)-3(2H,4H)-1,2,4-triazolone was obtained as a colorless viscous oil.